The task is: describe an organic reaction: reactants, conditions, products, and yield. This data is from the Open Reaction Database (ORD), a public repository of structured organic reaction records. The reactants are tert-butyl, FC1=CC=C(C=C1)C(O)C1=NC2=CC(=CC=C2C(=N1)NC1=NNC(=C1)C)OC1N(CCCC1)C(=O)[O-] (2-(((4-fluorophenyl)(hydroxy)methyl)-4-(5-methyl-1H-pyrazol-3-ylamino)quinazolin-7-yloxy)piperidine-1-carboxylate), Cl.O1CCOCC1 (HCl dioxane), (R,S)-(4-fluorophenyl)(4-(5-methyl-1H-pyrazol-3-ylamino)-7-(2-morpholinoethoxy)quinazolin-2-yl)methanol, ClCCN1CCOCC1 (4-(2-chloroethyl)morpholine), CS(=O)(=O)OC1CCN(CC1)C(=O)OC(C)(C)C (tert-butyl 4-(methylsulfonyloxy)piperidine-1-carboxylate). Conditions: time 20 hour. The product is FC1=CC=C(C=C1)C(O)C1=NC2=CC(=CC=C2C(=N1)NC1=NNC(=C1)C)OC1CCNCC1 ((4-fluorophenyl)(4-(5-methyl-1H-pyrazol-3-ylamino)-7-(piperidin-4-yloxy)quinazolin-2-yl)methanol). Yield: 21.0%. Reaction SMILES: ClCCN1CCOCC1.CS([O:14][CH:15]1[CH2:20][CH2:19][N:18](C(OC(C)(C)C)=O)[CH2:17][CH2:16]1)(=O)=O.[F:28][C:29]1[CH:34]=[CH:33][C:32]([CH:35]([C:37]2[N:46]=[C:45]([NH:47][C:48]3[CH:52]=[C:51]([CH3:53])[NH:50][N:49]=3)[C:44]3[C:39](=[CH:40][C:41](OC4CCCCN4C([O-])=O)=[CH:42][CH:43]=3)[N:38]=2)[OH:36])=[CH:31][CH:30]=1.Cl.O1CCOCC1>>[F:28][C:29]1[CH:34]=[CH:33][C:32]([CH:35]([C:37]2[N:46]=[C:45]([NH:47][C:48]3[CH:52]=[C:51]([CH3:53])[NH:50][N:49]=3)[C:44]3[C:39](=[CH:40][C:41]([O:14][CH:15]4[CH2:16][CH2:17][NH:18][CH2:19][CH2:20]4)=[CH:42][CH:43]=3)[N:38]=2)[OH:36])=[CH:31][CH:30]=1 |f:3.4|. Reported procedure: Intermediate compound (R,S)-tert-butyl 4-(2-(4-fluorophenyl)(hydroxy)methyl)-4-(5-methyl-1H-pyrazol-3-ylamino)quinazolin-7-yloxy)piperidine-1-carboxylate was obtained (105 mg) following the procedure described in Example 38 for the synthesis of (R,S)-(4-fluorophenyl)(4-(5-methyl-1H-pyrazol-3-ylamino)-7-(2-morpholinoethoxy)quinazolin-2-yl)methanol, substituting 4-(2-chloroethyl)morpholine in Example 38 with tert-butyl 4-(methylsulfonyloxy)piperidine-1-carboxylate. To the crude tert-butyl 4-(2-(((... Reactants: ClCCl, N#Cc1c(F)ccc2cc[nH]c12, CN(C)C=O. The product is N#Cc1c(F)ccc2c(C=O)c[nH]c12. RXN SMILES: [Cl:18][CH2:19][Cl:20].[F:6][c:7]1[cH:8][cH:9][c:10]2[cH:11][cH:12][nH:13][c:14]2[c:15]1[C:16]#[N:17].[O:1]=[CH:2][N:3]([CH3:4])[CH3:5]>>[O:1]=[CH:2][c:11]1[c:10]2[cH:9][cH:8][c:7]([F:6])[c:15]([C:16]#[N:17])[c:14]2[nH:13][cH:12]1. Reactants: CO, Cc1ccccc1, COc1cc(C(O)(C(F)(F)F)C(F)(F)F)ccc1CCC(=O)O, O=S(=O)(O)O. The product is COC(=O)CCc1ccc(C(O)(C(F)(F)F)C(F)(F)F)cc1OC. As a reaction SMILES: [CH3:1][OH:2].[CH3:31][c:32]1[cH:33][cH:34][cH:35][cH:36][cH:37]1.[CH3:3][O:4][c:5]1[c:6]([CH2:21][CH2:22][C:23](=[O:24])[OH:25])[cH:7][cH:8][c:9]([C:11]([C:12]([F:13])([F:14])[F:15])([C:16]([F:17])([F:18])[F:19])[OH:20])[cH:10]1.[S:26](=[O:27])(=[O:28])([OH:29])[OH:30]>>[CH3:1][O:25][C:23]([CH2:22][CH2:21][c:6]1[c:5]([O:4][CH3:3])[cH:10][c:9]([C:11]([C:12]([F:13])([F:14])[F:15])([C:16]([F:17])([F:18])[F:19])[OH:20])[cH:8][cH:7]1)=[O:24]. The reactants are CC1=C(N=C(S1)C1=CC=CC=C1)CO ((5-methyl-2-phenyl-4-thiazolyl)methanol), ClC1=CC=C(C=N1)C#N (6-chloro-3-cyanopyridine), CN(C=O)C (N,N-dimethylformamide), [H-].[Na+] (sodium hydride). The solvent is O (Water). Conditions: time 1 hour. The product is CC1=C(N=C(S1)C1=CC=CC=C1)COC1=NC=C(C#N)C=C1 (6-[(5-methyl-2-phenyl-4-thiazolyl)methoxy]nicotinonitrile). Isolated yield 74.1%. Reaction SMILES: [CH3:1][C:2]1[S:6][C:5]([C:7]2[CH:12]=[CH:11][CH:10]=[CH:9][CH:8]=2)=[N:4][C:3]=1[CH2:13][OH:14].Cl[C:16]1[N:21]=[CH:20][C:19]([C:22]#[N:23])=[CH:18][CH:17]=1.CN(C)C=O.[H-].[Na+]>O>[CH3:1][C:2]1[S:6][C:5]([C:7]2[CH:12]=[CH:11][CH:10]=[CH:9][CH:8]=2)=[N:4][C:3]=1[CH2:13][O:14][C:16]1[CH:17]=[CH:18][C:19]([C:22]#[N:23])=[CH:20][N:21]=1 |f:3.4|. Procedure: To a mixture of (5-methyl-2-phenyl-4-thiazolyl)methanol (5.0 g), 6-chloro-3-cyanopyridine (3.38 g) and N,N-dimethylformamide (100 mL) was added sodium hydride (60%, oil, 1.07 g) under ice-cooling. The reaction mixture was stirred at room temperature for 1 hr. Water was added to the reaction mixture and the mixture was extracted with ethyl acetate. The organic layer was washed with saturated brine, dried over anhydrous magnesium sulfate, and concentrated. The obtained residue was subjected to sil... Reactants: [Br-], Cc1ccccc1C(=O)CBr, CCCC[N+](CCCC)(CCCC)CCCC, Cc1ccccc1, [Na+], Cc1ccc2c(c1)NC(=O)C(NC(=O)OC(C)(C)C)CN2C(=O)c1cccs1, [OH-]. Product: Cc1ccc2c(c1)N(CC(=O)c1ccccc1C)C(=O)C(NC(=O)OC(C)(C)C)CN2C(=O)c1cccs1. Reaction SMILES: [Br-:42].[Br:1][CH2:2][C:3](=[O:4])[c:5]1[c:6]([CH3:11])[cH:7][cH:8][cH:9][cH:10]1.[CH2:43]([N+:44]([CH2:45][CH2:46][CH2:47][CH3:48])([CH2:49][CH2:50][CH2:51][CH3:52])[CH2:53][CH2:54][CH2:55][CH3:56])[CH2:57][CH2:58][CH3:59].[CH3:60][c:61]1[cH:62][cH:63][cH:64][cH:65][cH:66]1.[Na+:13].[O:14]=[C:15]1[CH:16]([NH:34][C:35](=[O:36])[O:37][C:38]([CH3:39])([CH3:40])[CH3:41])[CH2:17][N:18]([C:27]([c:28]2[cH:29][cH:30][cH:31][s:32]2)=[O:33])[c:19]2[c:20]([cH:22][c:23]([CH3:26])[cH:24][cH:25]2)[NH:21]1.[OH-:12]>>[CH2:2]([C:3](=[O:4])[c:5]1[c:6]([CH3:11])[cH:7][cH:8][cH:9][cH:10]1)[N:21]1[C:15](=[O:14])[CH:16]([NH:34][C:35](=[O:36])[O:37][C:38]([CH3:39])([CH3:40])[CH3:41])[CH2:17][N:18]([C:27]([c:28]2[cH:29][cH:30][cH:31][s:32]2)=[O:33])[c:19]2[c:20]1[cH:22][c:23]([CH3:26])[cH:24][cH:25]2. The reactants are C(C)(N)=NO (acetamide oxime), C[O-].[Na+] (sodium methoxide), CN1C(CNC2=C1C(=O)N=C(N2)N)CNC3=CC=C(C=C3)C(=O)NC(CCC(=O)O)C(=O)O (methyl THF), Cl.CCO (HCl EtOH). The product is C12(CNCC2C1)C1=NC(=NO1)C (5-(3-azabicyclo[3.1.0]hexan-1-yl)-3-methyl-1,2,4-oxadiazole). Yield: 82.0%. Reaction SMILES: [C:1](=[N:4][OH:5])([NH2:3])[CH3:2].C[O-].[Na+].Cl.CCO.CN1C2C(N=C(N)NC=2NCC1CNC1C=[CH:32][C:31]([C:34]([NH:36][CH:37](C(O)=O)[CH2:38][CH2:39]C(O)=O)=O)=CC=1)=O>>[C:31]12([C:32]3[O:5][N:4]=[C:1]([CH3:2])[N:3]=3)[CH2:39][CH:38]1[CH2:37][NH:36][CH2:34]2 |f:1.2,3.4|. Reported procedure: The N-benzyl-2,5-dihydropyrrole ester was prepared, as described (Chem. Pharm. Bull. 1985, 33(7), 2762) by treating ethyl propiolate and N-(methoxymethyl)-N-(trimethylsilylmethyl)-N-benzylamine in DCM with 0.1M TFA in DCM, followed by aqueous work up and silica gel chromatography, in 44% yield. The cyclopropyl group was furnished by treatment with trimethylsulfoxonium Iodide and NaH in DMSO at room temperature, followed by aqueous work up and silica gel chromatography, in 43% yield as described ... The reactants are O=C([O-])[O-], Cc1ccc(I)c(CC(=O)N(C)C)c1, Cc1cc(Cl)cc(Cl)c1N, [Cu], [Cu]I, [K+], [K+]. The product is Cc1ccc(Nc2c(C)cc(Cl)cc2Cl)c(CC(=O)N(C)C)c1. Reaction SMILES: [C:25](=[O:26])([O-:27])[O-:28].[CH3:1][N:2]([C:3]([CH2:4][c:5]1[c:6]([I:12])[cH:7][cH:8][c:9]([CH3:11])[cH:10]1)=[O:13])[CH3:14].[Cl:15][c:16]1[c:17]([NH2:18])[c:19]([CH3:24])[cH:20][c:21]([Cl:23])[cH:22]1.[Cu:31].[Cu:32][I:33].[K+:29].[K+:30]>>[CH3:1][N:2]([C:3]([CH2:4][c:5]1[c:6]([NH:18][c:17]2[c:16]([Cl:15])[cH:22][c:21]([Cl:23])[cH:20][c:19]2[CH3:24])[cH:7][cH:8][c:9]([CH3:11])[cH:10]1)=[O:13])[CH3:14]. The reactants are NC=1SC(=CN1)C=O (2-Amino-5-formylthiazole), C(=O)(C=1NC=CN1)C=1NC=CN1 (carbonyl-diimidazole), C1(CCCCCC1)N[C@@H]1CC[C@H](CC1)C (cycloheptyl-(trans-4-methylcyclohexyl)amine). Reagents/catalysts: CN(C)C=1C=CN=CC1 (DMAP). Run in C1CCOC1 (THF). Conditions: time 6 hour. Yields the product C1(CCCCC1)N(C(=O)NC=1SC(=CN1)C=O)C1CCCCC1 (1,1-dicyclohexyl-3-(5-formyl-thiazol-2-yl)-urea). Yield: 34.3%. Reaction SMILES: [NH2:1][C:2]1[S:3][C:4]([CH:7]=[O:8])=[CH:5][N:6]=1.[C:9](C1NC=CN=1)(C1NC=CN=1)=[O:10].[CH:21]1([NH:28][C@H:29]2[CH2:34][CH2:33][C@H:32](C)[CH2:31][CH2:30]2)[CH2:27][CH2:26][CH2:25][CH2:24][CH2:23]C1>CN(C1C=CN=CC=1)C.C1COCC1>[CH:29]1([N:28]([CH:21]2[CH2:23][CH2:24][CH2:25][CH2:26][CH2:27]2)[C:9]([NH:1][C:2]2[S:3][C:4]([CH:7]=[O:8])=[CH:5][N:6]=2)=[O:10])[CH2:30][CH2:31][CH2:32][CH2:33][CH2:34]1. Procedure: 2-Amino-5-formylthiazole (2.56 g, 20.0 mmol), carbonyl-diimidazole (3.25 g, 20.0 mmol) and a catalytic amount of DMAP were heated together in 60 mL THF at 50° C. for 3 h. To this solution was added cycloheptyl-(trans-4-methylcyclohexyl)amine (4.18 g, 20.0 mmol) and the reaction mixture was stirred for an additional 6 h at room temperature. The reaction mixture was concentrated and the crude product was purified by flash chromatography (silica, CH2Cl2-EtOAc, 4:1) to obtain 1,1-dicyclohexyl-3-(5-f... Starting materials: NC(=O)CBr, CC1CN(C(=O)OC(C)(C)C)CCN1, CC#N, CCN(C(C)C)C(C)C, [I-], [Na+]. Product: CC1CN(C(=O)OC(C)(C)C)CCN1CC(N)=O. As a reaction SMILES: [Br:15][CH2:16][C:17](=[O:18])[NH2:19].[C:1](=[O:2])([O:3][C:4]([CH3:5])([CH3:6])[CH3:7])[N:8]1[CH2:9][CH:10]([CH3:14])[NH:11][CH2:12][CH2:13]1.[CH3:31][C:32]#[N:33].[CH:20]([N:21]([CH2:22][CH3:23])[CH:24]([CH3:25])[CH3:26])([CH3:27])[CH3:28].[I-:30].[Na+:29]>>[C:1](=[O:2])([O:3][C:4]([CH3:5])([CH3:6])[CH3:7])[N:8]1[CH2:9][CH:10]([CH3:14])[N:11]([CH2:16][C:17](=[O:18])[NH2:19])[CH2:12][CH2:13]1. The reactants are Nc1nc(Cl)c2nc[nH]c2n1, [H-], CC(C)I, [Na+], CN(C)C=O. The product is CC(C)n1cnc2c(Cl)nc(N)nc21. RXN SMILES: [Cl:1][c:2]1[c:3]2[n:4][cH:5][nH:6][c:7]2[n:8][c:9]([NH2:11])[n:10]1.[H-:13].[I:14][CH:15]([CH3:16])[CH3:17].[Na+:12].[O:18]=[CH:19][N:20]([CH3:21])[CH3:22]>>[Cl:1][c:2]1[c:3]2[n:4][cH:5][n:6]([CH:15]([CH3:16])[CH3:17])[c:7]2[n:8][c:9]([NH2:11])[n:10]1.